From a dataset of the Open Reaction Database (ORD), a public repository of structured organic reaction records. describe an organic reaction: reactants, conditions, products, and yield Reactants: Cc1ccc(O)cc1, COc1cccc2c(Cl)nc(Nc3cc(C)[nH]n3)cc12. Yields the product COc1cccc2c(Oc3ccc(C)cc3)nc(Nc3cc(C)[nH]n3)cc12. Reaction SMILES: [CH3:1][c:2]1[cH:3][cH:4][c:5]([OH:8])[cH:6][cH:7]1.[Cl:9][c:10]1[n:11][c:12]([NH:22][c:23]2[n:24][nH:25][c:26]([CH3:28])[cH:27]2)[cH:13][c:14]2[c:15]([O:20][CH3:21])[cH:16][cH:17][cH:18][c:19]12>>[CH3:1][c:2]1[cH:3][cH:4][c:5]([O:8][c:10]2[n:11][c:12]([NH:22][c:23]3[n:24][nH:25][c:26]([CH3:28])[cH:27]3)[cH:13][c:14]3[c:15]([O:20][CH3:21])[cH:16][cH:17][cH:18][c:19]23)[cH:6][cH:7]1.